From a dataset of the Open Reaction Database (ORD), a public repository of structured organic reaction records. describe an organic reaction: reactants, conditions, products, and yield The reactants are COC=1C=C(C=CC1OC)NC=1N=CC2=C(C3=C(NC(C2)=O)C=C(C=C3)C(=O)O)N1 (2-(3,4-dimethoxy-phenylamino)-6-oxo-6,7-dihydro-5H-benzo[b]pyrimido[4,5-d]azepine-9-carboxylic acid), tert-butyl 4-aminopropylcarbamate, C(C)(C)(C)OC(NCCNC(=O)C=1C=CC2=C(NC(CC3=C2N=C(N=C3)NC3=CC(=C(C=C3)OC)OC)=O)C1)=O ((2-{[2-(3,4-dimethoxy-phenylamino)-6-oxo-6,7-dihydro-5H-benzo[b]pyrimido[4,5-d]azepine-9-carbonyl]-amino}-ethyl)-carbamic acid tert-butyl ester). The product is NCCCNC(=O)C=1C=CC2=C(NC(CC3=C2N=C(N=C3)NC3=CC(=C(C=C3)OC)OC)=O)C1 (2-(3,4-Dimethoxy-phenylamino)-6-oxo-6,7-dihydro-5H-benzo[b]pyrimido[4,5-d]azepine-9-carboxylic acid (3-amino-propyl)-amide). Reaction SMILES: [CH3:1][O:2][C:3]1[CH:4]=[C:5]([NH:11][C:12]2[N:13]=[CH:14][C:15]3[CH2:21][C:20](=[O:22])[NH:19][C:18]4[CH:23]=[C:24]([C:27](O)=[O:28])[CH:25]=[CH:26][C:17]=4[C:16]=3[N:30]=2)[CH:6]=[CH:7][C:8]=1[O:9][CH3:10].C(OC(=O)NCCNC(C1C=C[C:46]2[C:52]3[N:53]=C(NC4C=CC(OC)=C(OC)C=4)N=CC=3CC(=O)[NH:48][C:47]=2C=1)=O)(C)(C)C>>[NH2:48][CH2:47][CH2:46][CH2:52][NH:53][C:27]([C:24]1[CH:25]=[CH:26][C:17]2[C:16]3[N:30]=[C:12]([NH:11][C:5]4[CH:6]=[CH:7][C:8]([O:9][CH3:10])=[C:3]([O:2][CH3:1])[CH:4]=4)[N:13]=[CH:14][C:15]=3[CH2:21][C:20](=[O:22])[NH:19][C:18]=2[CH:23]=1)=[O:28]. Reported procedure: In a manner similar to that described for Method N, 2-(3,4-dimethoxy-phenylamino)-6-oxo-6,7-dihydro-5H-benzo[b]pyrimido[4,5-d]azepine-9-carboxylic acid (I-53) and tert-butyl 4-aminopropylcarbamate were converted to (2-{[2-(3,4-dimethoxy-phenylamino)-6-oxo-6,7-dihydro-5H-benzo[b]pyrimido[4,5-d]azepine-9-carbonyl]-amino}-ethyl)-carbamic acid tert-butyl ester, which was subsequently deprotected (Method K) to give I-72 (30%): HRMS Calcd. for C14H26N6O4: 463.2093, Found 463.2078. Starting materials: C1CO1 (ethylene oxide), [N+](=O)([O-])C1=CC=CC2=C1C(NS2(=O)=O)=O (4-nitro-2H-1,2-benzisothiazol-3-one 1,1-dioxide), ice. The solvent is O (H2O). Run at time 18 hour. Product: OCCN1S(C2=C(C1=O)C(=CC=C2)[N+](=O)[O-])(=O)=O (2-(2-Hydroxyethyl)-4-nitro-2H-1,2-benzisothiazol-3-one 1,1-dioxide). Reaction SMILES: [CH2:1]1[O:3][CH2:2]1.[N+:4]([C:7]1[C:12]2[C:13](=[O:18])[NH:14][S:15](=[O:17])(=[O:16])[C:11]=2[CH:10]=[CH:9][CH:8]=1)([O-:6])=[O:5]>O>[OH:3][CH2:2][CH2:1][N:14]1[C:13](=[O:18])[C:12]2[C:7]([N+:4]([O-:6])=[O:5])=[CH:8][CH:9]=[CH:10][C:11]=2[S:15]1(=[O:17])=[O:16]. Procedure details: To approximately 2 ml of ethylene oxide cooled in an ice bath was added a suspension of 4-nitro-2H-1,2-benzisothiazol-3-one 1,1-dioxide (2.0 g, 8.76 mmol) in H2O (140 ml). After stirring in the ice bath for 1 hour, the mixture was allowed to stir at 20-25° for 18 hours. Water was removed under reduced pressure and the residue flash chromatographed over silica gel. Elution with 2% isopropanol-98% CH2Cl2 gave product which was recrystallized from EtOAc-hexane to give the 2-hydroxethyl derivative (...